From a dataset of the Open Reaction Database (ORD), a public repository of structured organic reaction records. describe an organic reaction: reactants, conditions, products, and yield The reactants are CC(C)(C)OC(=O)N1CCCCC1C(=O)O, CCOC(C)=O, CC(N)C(=O)OCc1ccccc1, ClCCCl, C1CCCCC1, CN1CCOCC1, Cc1ccccc1, CN(C)C=O, O, On1nnc2ccccc21. Yields the product CC(NC(=O)C1CCCCN1C(=O)OC(C)(C)C)C(=O)OCc1ccccc1. As a reaction SMILES: [C:28](=[O:29])([O:30][C:31]([CH3:32])([CH3:33])[CH3:34])[N:35]1[CH:36]([C:37](=[O:38])[OH:39])[CH2:40][CH2:41][CH2:42][CH2:43]1.[C:51]([O:52][CH2:53][CH3:54])(=[O:55])[CH3:56].[CH2:1]([c:2]1[cH:3][cH:4][cH:5][cH:6][cH:7]1)[O:8][C:9]([CH:10]([NH2:11])[CH3:12])=[O:13].[CH2:24]([Cl:25])[CH2:26][Cl:27].[CH2:57]1[CH2:58][CH2:59][CH2:60][CH2:61][CH2:62]1.[CH3:44][N:45]1[CH2:46][CH2:47][O:48][CH2:49][CH2:50]1.[CH3:63][c:64]1[cH:65][cH:66][cH:67][cH:68][cH:69]1.[CH3:71][N:72]([CH3:73])[CH:74]=[O:75].[OH2:70].[OH:14][n:15]1[c:16]2[c:17]([cH:18][cH:19][cH:20][cH:21]2)[n:22][n:23]1>>[CH2:1]([c:2]1[cH:3][cH:4][cH:5][cH:6][cH:7]1)[O:8][C:9]([CH:10]([NH:11][C:37]([CH:36]1[N:35]([C:28](=[O:29])[O:30][C:31]([CH3:32])([CH3:33])[CH3:34])[CH2:43][CH2:42][CH2:41][CH2:40]1)=[O:38])[CH3:12])=[O:13]. As a reaction SMILES: [CH2:1]([CH3:2])[O:3][C:4]([CH:5]=[CH:6][c:7]1[cH:8][c:9]2[c:10](-[c:17]3[cH:18][c:19]4[c:20]([n:21][cH:22][cH:23][cH:24]4)[n:25]3[S:26](=[O:27])(=[O:28])[c:29]3[cH:30][cH:31][c:32]([CH3:35])[cH:33][cH:34]3)[cH:11][n:12]([CH3:16])[c:13]2[cH:14][cH:15]1)=[O:36].[H:37][H:38].[Pd:39]>>[CH2:1]([CH3:2])[O:3][C:4]([CH2:5][CH2:6][c:7]1[cH:8][c:9]2[c:10](-[c:17]3[cH:18][c:19]4[c:20]([n:21][cH:22][cH:23][cH:24]4)[n:25]3[S:26](=[O:27])(=[O:28])[c:29]3[cH:30][cH:31][c:32]([CH3:35])[cH:33][cH:34]3)[cH:11][n:12]([CH3:16])[c:13]2[cH:14][cH:15]1)=[O:36]. The reactants are CCOC(=O)C=Cc1ccc2c(c1)c(-c1cc3cccnc3n1S(=O)(=O)c1ccc(C)cc1)cn2C, [H][H], [Pd]. The product is CCOC(=O)CCc1ccc2c(c1)c(-c1cc3cccnc3n1S(=O)(=O)c1ccc(C)cc1)cn2C.